Task: describe an organic reaction: reactants, conditions, products, and yield. Dataset: the Open Reaction Database (ORD), a public repository of structured organic reaction records Reactants: Clc1cccnc1Cl, [Cu], [K+], [K+], CC(C)(C)OC(=O)N1CCNCC1, O=C([O-])[O-], CN(C)C=O. The product is CC(C)(C)OC(=O)N1CCN(c2ncccc2Cl)CC1. As a reaction SMILES: [Cl:1][c:2]1[n:3][cH:4][cH:5][cH:6][c:7]1[Cl:8].[Cu:33].[K+:22].[K+:23].[N:9]1([C:15](=[O:16])[O:17][C:18]([CH3:19])([CH3:20])[CH3:21])[CH2:10][CH2:11][NH:12][CH2:13][CH2:14]1.[O-:24][C:25]([O-:26])=[O:27].[O:28]=[CH:29][N:30]([CH3:31])[CH3:32]>>[c:2]1([N:12]2[CH2:11][CH2:10][N:9]([C:15](=[O:16])[O:17][C:18]([CH3:19])([CH3:20])[CH3:21])[CH2:14][CH2:13]2)[n:3][cH:4][cH:5][cH:6][c:7]1[Cl:8]. Reactants: O=C([O-])[O-], CN=C=O, [K+], [K+], C1CCOC1, Oc1cccc(C2CCCN2Cc2ccccc2)c1. Reaction SMILES: [C:24](=[O:25])([O-:26])[O-:27].[CH3:20][N:21]=[C:22]=[O:23].[K+:28].[K+:29].[O:30]1[CH2:31][CH2:32][CH2:33][CH2:34]1.[c:1]1([CH2:7][N:8]2[CH:9]([c:13]3[cH:14][c:15]([OH:19])[cH:16][cH:17][cH:18]3)[CH2:10][CH2:11][CH2:12]2)[cH:2][cH:3][cH:4][cH:5][cH:6]1>>[c:1]1([CH2:7][N:8]2[CH:9]([c:13]3[cH:14][c:15]([O:19][C:22]([NH:21][CH3:20])=[O:23])[cH:16][cH:17][cH:18]3)[CH2:10][CH2:11][CH2:12]2)[cH:2][cH:3][cH:4][cH:5][cH:6]1. Yields the product CNC(=O)Oc1cccc(C2CCCN2Cc2ccccc2)c1. Reactants: CC(=O)C (acetone), OC1=CC=C2C(C(CSC2=C1)(C)C1=CC=C(C=C1)O)=O (7-hydroxy-3-(4-hydroxyphenyl)-3-methylthiochroman-4-one), C([O-])([O-])=O.[K+].[K+] (potassium carbonate), COCCl (methoxymethyl chloride). Run in O (water). The product is COCOC1=CC=C2C(C(CSC2=C1)(C)C1=CC=C(C=C1)OCOC)=O (7-methoxymethyloxy-3-[4-(methoxymethyloxy)phenyl]-3-methylthiochroman-4-one). Yield: 88.0%. RXN SMILES: C[C:2](C)=[O:3].[OH:5][C:6]1[CH:15]=[C:14]2[C:9]([C:10](=[O:24])[C:11]([C:17]3[CH:22]=[CH:21][C:20]([OH:23])=[CH:19][CH:18]=3)([CH3:16])[CH2:12][S:13]2)=[CH:8][CH:7]=1.[C:25](=O)([O-])[O-].[K+].[K+].[CH3:31][O:32][CH2:33]Cl>O>[CH3:31][O:32][CH2:33][O:5][C:6]1[CH:15]=[C:14]2[C:9]([C:10](=[O:24])[C:11]([C:17]3[CH:22]=[CH:21][C:20]([O:23][CH2:25][O:3][CH3:2])=[CH:19][CH:18]=3)([CH3:16])[CH2:12][S:13]2)=[CH:8][CH:7]=1 |f:2.3.4|. Procedure: To dry acetone solution (100 ml) of 7-hydroxy-3-(4-hydroxyphenyl)-3-methylthiochroman-4-one (2.30 g, 8.04 mmol) were added potassium carbonate (8.87 g, 64.3 mmol) and methoxymethyl chloride (4.64 ml, 61.5 mmol), and the mixture was heated under refluxing for 40 hours. After adding water, the reaction solution was extracted with ethyl acetate. The organic layer was washed with saturated saline, dried over anhydrous magnesium sulfate and then distilled under reduced pressure to remove the solvent.... The reactants are [Ag+], O=c1cc(N2CCOCC2)oc2c(Br)csc12, CS(C)=O, [F-], [K+], O=[N+]([O-])[O-], Cl[Pd]Cl, Ic1ccccc1, c1ccc(P(c2ccccc2)c2ccccc2)cc1, c1ccc(P(c2ccccc2)c2ccccc2)cc1. Product: O=c1cc(N2CCOCC2)oc2c(Br)c(-c3ccccc3)sc12. As a reaction SMILES: [Ag+:31].[Br:1][c:2]1[cH:3][s:4][c:5]2[c:6]1[o:7][c:8]([N:12]1[CH2:13][CH2:14][O:15][CH2:16][CH2:17]1)[cH:9][c:10]2=[O:11].[CH3:73][S:74](=[O:75])[CH3:76].[F-:25].[K+:26].[N+:27]([O-:28])([O-:29])=[O:30].[Pd:32]([Cl:33])[Cl:34].[c:18]1([I:24])[cH:19][cH:20][cH:21][cH:22][cH:23]1.[c:35]1([P:36]([c:37]2[cH:38][cH:39][cH:40][cH:41][cH:42]2)[c:43]2[cH:44][cH:45][cH:46][cH:47][cH:48]2)[cH:49][cH:50][cH:51][cH:52][cH:53]1.[c:54]1([P:55]([c:56]2[cH:57][cH:58][cH:59][cH:60][cH:61]2)[c:62]2[cH:63][cH:64][cH:65][cH:66][cH:67]2)[cH:68][cH:69][cH:70][cH:71][cH:72]1>>[Br:1][c:2]1[c:3](-[c:18]2[cH:19][cH:20][cH:21][cH:22][cH:23]2)[s:4][c:5]2[c:6]1[o:7][c:8]([N:12]1[CH2:13][CH2:14][O:15][CH2:16][CH2:17]1)[cH:9][c:10]2=[O:11].